Dataset: the Open Reaction Database (ORD), a public repository of structured organic reaction records. Task: describe an organic reaction: reactants, conditions, products, and yield Isolated yield 55.7%. Run in C1CCOC1 (THF). Run at time 20 minute. Reaction SMILES: [OH:1][C:2]1[CH:7]=[CH:6][C:5]([CH2:8][C@H:9]([NH:14][C:15]([O:17][CH2:18][C:19]2[CH:24]=[CH:23][CH:22]=[CH:21][CH:20]=2)=[O:16])[C:10]([O:12][CH3:13])=[O:11])=[CH:4][CH:3]=1.O[CH2:26][CH2:27][CH2:28][O:29][N:30]1[C:38](=[O:39])[C:37]2[C:32](=[CH:33][CH:34]=[CH:35][CH:36]=2)[C:31]1=[O:40].C1(P(C2C=CC=CC=2)C2C=CC=CC=2)C=CC=CC=1.CC(OC(/N=N/C(OC(C)C)=O)=O)C>C1COCC1>[O:40]=[C:31]1[C:32]2[C:37](=[CH:36][CH:35]=[CH:34][CH:33]=2)[C:38](=[O:39])[N:30]1[O:29][CH2:28][CH2:27][CH2:26][O:1][C:2]1[CH:3]=[CH:4][C:5]([CH2:8][C@H:9]([NH:14][C:15]([O:17][CH2:18][C:19]2[CH:20]=[CH:21][CH:22]=[CH:23][CH:24]=2)=[O:16])[C:10]([O:12][CH3:13])=[O:11])=[CH:6][CH:7]=1. Starting materials: CC(C)OC(=O)/N=N/C(=O)OC(C)C (DIAD), OC1=CC=C(C=C1)C[C@@H](C(=O)OC)NC(=O)OCC1=CC=CC=C1 (methyl (2S)-3-(4-hydroxyphenyl)-2-[(phenylmethoxy)carbonylamino]propanoate), OCCCON1C(C2=CC=CC=C2C1=O)=O (2-(3-hydroxypropoxy)isoindoline-1,3-dione), C1(=CC=CC=C1)P(C1=CC=CC=C1)C1=CC=CC=C1 (triphenylphosphine), water ice. Product: O=C1N(C(C2=CC=CC=C12)=O)OCCCOC1=CC=C(C=C1)C[C@@H](C(=O)OC)NC(=O)OCC1=CC=CC=C1 (Methyl(2S)-3-{4-[3-(1,3-dioxoisoindolin-2-yloxy)propoxy]phenyl}-2-[(phenylmethoxy)carbonylamino]propanoate). Procedure details: To a solution of 100 mg (0.30 mmol) of methyl (2S)-3-(4-hydroxyphenyl)-2-[(phenylmethoxy)carbonylamino]propanoate, as prepared in the preceding step, 67 mg (0.30 mmol) of 2-(3-hydroxypropoxy)isoindoline-1,3-dione, as prepared in step 2, and 88 mg (0.34 mmol) of triphenylphosphine in 10 mL THF at water/ice mixture temperature was added 66 mL (0.34 mmol) of DIAD dropwise. The solution was stirred at the same temperature for additional 20 min. Then the solution was allowed to warm to room temperatu... The reactants are CN1CCOCC1, COc1ccc(C2(CCO)CCNC2)cc1OC, COc1ccc(-n2cnnn2)cc1C(=O)Cl, ClCCl. Product: COc1ccc(C2(CCO)CCN(C(=O)c3cc(-n4cnnn4)ccc3OC)C2)cc1OC. Reaction SMILES: [CH3:19][N:20]1[CH2:21][CH2:22][O:23][CH2:24][CH2:25]1.[CH3:1][O:2][c:3]1[cH:4][c:5]([C:11]2([CH2:16][CH2:17][OH:18])[CH2:12][NH:13][CH2:14][CH2:15]2)[cH:6][cH:7][c:8]1[O:9][CH3:10].[CH3:26][O:27][c:28]1[c:29]([C:30](=[O:31])[Cl:32])[cH:33][c:34](-[n:37]2[n:38][n:39][n:40][cH:41]2)[cH:35][cH:36]1.[Cl:42][CH2:43][Cl:44]>>[CH3:1][O:2][c:3]1[cH:4][c:5]([C:11]2([CH2:16][CH2:17][OH:18])[CH2:12][N:13]([C:30]([c:29]3[c:28]([O:27][CH3:26])[cH:36][cH:35][c:34](-[n:37]4[n:38][n:39][n:40][cH:41]4)[cH:33]3)=[O:31])[CH2:14][CH2:15]2)[cH:6][cH:7][c:8]1[O:9][CH3:10]. RXN SMILES: [Br:17][CH2:18][CH2:19][CH2:20][CH2:21][Br:22].[CH2:23]1[O:24][CH2:25][CH2:26][CH2:27]1.[CH2:6]([Li:7])[CH2:8][CH2:9][CH3:10].[CH3:11][CH2:12][CH2:13][CH2:14][CH2:15][CH3:16].[CH3:28][CH2:29][O:30][C:31](=[O:32])[CH3:33].[OH2:34].[cH:1]1[cH:2][cH:3][s:4][cH:5]1>>[cH:1]1[cH:2][c:3]([CH2:21][CH2:20][CH2:19][CH2:18][Br:17])[s:4][cH:5]1. Starting materials: BrCCCCBr, C1CCOC1, [Li]CCCC, CCCCCC, CCOC(C)=O, O, c1ccsc1. The product is BrCCCCc1cccs1. The yield is 57.3%. Solvent: CCOC(=O)C (EtOAc). The product is ClC1=CC=C(C=C1)C[C@H](C(=O)N1CCC(CC1)C1=C(C=CC=C1)N(S(=O)(=O)C)CC1CC1)NC(=O)[C@H]1NCC2=CC=CC=C2C1 (N-[(1R)-1-[(4-Chlorophenyl)methyl]-2-(4-{2-[(cyclopropylmethyl)-(methylsulfonyl)amino]phenyl}-piperidyl)-2-oxoethyl]((3S)(3-1,2,3,4-tetrahydroisoquinolyl))carboxamide). Starting materials: ClC1=CC=C(C=C1)C[C@H](C(=O)N1CCC(CC1)C1=C(C=CC=C1)N(S(=O)(=O)C)CC1CC1)NC(=O)[C@H]1N(CC2=CC=CC=C2C1)C(=O)OC(C)(C)C (tert-Butyl 3-{N-[(1R)-1-[(4-chlorophenyl)methyl]-2-(4-{2-[(cyclopropylmethyl)-(methylsulfonyl)amino]phenyl}piperidyl)-2-oxoethyl]carbamoyl}(3S)-1,2,3,4-tetrahydroisoquinoline-2-carboxylate), Cl (HCl). Procedure: To a 250 mL round-bottomed flask equipped with stirring was added tert-butyl 3-{N-[(1R)-1-[(4-chlorophenyl)-methyl]-2-(4-{2-[(cyclopropylmethyl)-(methylsulfonyl)-amino]phenyl}piperidyl)-2-oxoethyl]carbamoyl}(3S)-1,2,3,4-tetrahydroisoquinoline-2-carboxylate (Step c) (1.9 g, 2.5 mmol) followed by a saturated soln of HCl in EtOAc (150 mL). The mixture was stirred at RT for 1 h then concentrated in vacuo to 75 mL, providing a white precipitate. The precipitate was collected by filtration and dried i... RXN SMILES: [Cl:1][C:2]1[CH:7]=[CH:6][C:5]([CH2:8][C@@H:9]([NH:33][C:34]([C@@H:36]2[CH2:45][C:44]3[C:39](=[CH:40][CH:41]=[CH:42][CH:43]=3)[CH2:38][N:37]2C(OC(C)(C)C)=O)=[O:35])[C:10]([N:12]2[CH2:17][CH2:16][CH:15]([C:18]3[CH:23]=[CH:22][CH:21]=[CH:20][C:19]=3[N:24]([CH2:29][CH:30]3[CH2:32][CH2:31]3)[S:25]([CH3:28])(=[O:27])=[O:26])[CH2:14][CH2:13]2)=[O:11])=[CH:4][CH:3]=1.Cl>CCOC(C)=O>[Cl:1][C:2]1[CH:7]=[CH:6][C:5]([CH2:8][C@@H:9]([NH:33][C:34]([C@@H:36]2[CH2:45][C:44]3[C:39](=[CH:40][CH:41]=[CH:42][CH:43]=3)[CH2:38][NH:37]2)=[O:35])[C:10]([N:12]2[CH2:13][CH2:14][CH:15]([C:18]3[CH:23]=[CH:22][CH:21]=[CH:20][C:19]=3[N:24]([CH2:29][CH:30]3[CH2:31][CH2:32]3)[S:25]([CH3:28])(=[O:26])=[O:27])[CH2:16][CH2:17]2)=[O:11])=[CH:4][CH:3]=1. Starting materials: C1(=CC=CC=C1)C(O)(C1CCNCC1)C1=CC=CC=C1 (α,α-diphenyl-4-piperidinemethanol), ClCCCCC(=O)C1=CC=C(C=C1)OC (5-chloro-4'-methoxyvalerophenone), C([O-])(O)=O.[K+] (potassium bicarbonate), [I-].[K+] (potassium iodide). Run in C1(=CC=CC=C1)C (toluene), O (water). Product: Cl.OC(C1=CC=CC=C1)(C1=CC=CC=C1)C1CCN(CC1)CCCCC(=O)C1=CC=C(C=C1)OC (5-[4-(α-hydroxy-α-phenylbenzyl)piperidino]-4'-methoxyvalerophenone hydrochloride). As a reaction SMILES: [C:1]1([C:7]([C:15]2[CH:20]=[CH:19][CH:18]=[CH:17][CH:16]=2)([CH:9]2[CH2:14][CH2:13][NH:12][CH2:11][CH2:10]2)[OH:8])[CH:6]=[CH:5][CH:4]=[CH:3][CH:2]=1.[Cl:21][CH2:22][CH2:23][CH2:24][CH2:25][C:26]([C:28]1[CH:33]=[CH:32][C:31]([O:34][CH3:35])=[CH:30][CH:29]=1)=[O:27].C(=O)(O)[O-].[K+].[I-].[K+]>C1(C)C=CC=CC=1.O>[ClH:21].[OH:8][C:7]([CH:9]1[CH2:14][CH2:13][N:12]([CH2:22][CH2:23][CH2:24][CH2:25][C:26]([C:28]2[CH:33]=[CH:32][C:31]([O:34][CH3:35])=[CH:30][CH:29]=2)=[O:27])[CH2:11][CH2:10]1)([C:15]1[CH:20]=[CH:19][CH:18]=[CH:17][CH:16]=1)[C:1]1[CH:2]=[CH:3][CH:4]=[CH:5][CH:6]=1 |f:2.3,4.5,8.9|. Reported procedure: A mixture of 41.5 g (0.15 mole) of α,α-diphenyl-4-piperidinemethanol, 38.6 g (0.17 mole) of 5-chloro-4'-methoxyvalerophenone, 30 g of potassium bicarbonate, and 0.19 g of potassium iodide in 500 ml of toluene and 70 ml of water is stirred and refluxed for 136 hours. The organic layer is separated and combined with toluene extracts of the aqueous layer. The combined organic material is washed with water and saturated sodium chloride solution, dried over magnesium sulfate and filtered. The filtrat...